This data is from the Open Reaction Database (ORD), a public repository of structured organic reaction records. The task is: describe an organic reaction: reactants, conditions, products, and yield The reactants are [Br-].ClC1=C(C(=CC(=C1)Cl)Cl)N1N=C(C(C1=O)[N+]1=CC=CC=C1)NC(C1=CC(=CC=C1)NC(C(CC)OC1=C(C=C(C=C1)C(C)(C)CC)C(C)(C)CC)=O)=O (1-(2,4,6-trichlorophenyl)-3-[3-{α-(2,4-di-tert-amylphenoxy)butyramido}benzamido]-4-(1-pyridinio)-5-oxo-2-pyrazoline bromide), [Br-].ClC1=C(C(=CC(=C1)Cl)Cl)N1N=C(C(C1=O)[N+]1=CC=CC=C1)NC(C1=CC(=CC=C1)NC(C(CC)OC1=C(C=C(C=C1)C(C)(C)CC)C(C)(C)CC)=O)=O (1-(2,4,6-trichlorophenyl)-3-[3-{α-(2,4-di-tert-amylphenoxy)butyramido}benzamido]-4-(1-pyridinio)-5-oxo-2-pyrazoline bromide), [H][H] (hydrogen). The reagents and catalysts are [Ni] (Raney nickel). Run in C(C)(=O)O (acetic acid). Reaction conditions: temperature 80 celsius. The product is ClC1=C(C(=CC(=C1)Cl)Cl)N1N=C(C(C1=O)N1CCCCC1)NC(C1=CC(=CC=C1)NC(C(CC)OC1=C(C=C(C=C1)C(C)(C)CC)C(C)(C)CC)=O)=O (1-(2,4,6-Trichlorophenyl)-3-[3-{α-(2,4-di-tert-amylphenoxy)butyramido}benzamido]-4-piperidino-5-oxo-2-pyrazoline). RXN SMILES: [Br-].[Cl:2][C:3]1[CH:8]=[C:7]([Cl:9])[CH:6]=[C:5]([Cl:10])[C:4]=1[N:11]1[C:15](=[O:16])[CH:14]([N+:17]2[CH:22]=[CH:21][CH:20]=[CH:19][CH:18]=2)[C:13]([NH:23][C:24](=[O:54])[C:25]2[CH:30]=[CH:29][CH:28]=[C:27]([NH:31][C:32](=[O:53])[CH:33]([O:36][C:37]3[CH:42]=[CH:41][C:40]([C:43]([CH2:46][CH3:47])([CH3:45])[CH3:44])=[CH:39][C:38]=3[C:48]([CH2:51][CH3:52])([CH3:50])[CH3:49])[CH2:34][CH3:35])[CH:26]=2)=[N:12]1.[H][H]>C(O)(=O)C.[Ni]>[Cl:10][C:5]1[CH:6]=[C:7]([Cl:9])[CH:8]=[C:3]([Cl:2])[C:4]=1[N:11]1[C:15](=[O:16])[CH:14]([N:17]2[CH2:18][CH2:19][CH2:20][CH2:21][CH2:22]2)[C:13]([NH:23][C:24](=[O:54])[C:25]2[CH:30]=[CH:29][CH:28]=[C:27]([NH:31][C:32](=[O:53])[CH:33]([O:36][C:37]3[CH:42]=[CH:41][C:40]([C:43]([CH2:46][CH3:47])([CH3:45])[CH3:44])=[CH:39][C:38]=3[C:48]([CH2:51][CH3:52])([CH3:50])[CH3:49])[CH2:34][CH3:35])[CH:26]=2)=[N:12]1 |f:0.1|. Procedure details: 15 Grams of 1-(2,4,6-trichlorophenyl)-3-[3-{α-(2,4-di-tert-amylphenoxy)butyramido}benzamido]-4-(1-pyridinio)-5-oxo-2-pyrazoline bromide (Compound 1-2; m.p: 260° - 262° C.) was dissolved in 300 ml of acetic acid, with 10 g of Raney nickel being added thereto. The resulting mixture was maintained at 80° C. and vigorously stirred for 24 hours in a stream of hydrogen. Then, the reaction product was treated in the same manner as described in Example 1. Upon recrystallizing from a chloroform-ethyl ace...